From a dataset of the Open Reaction Database (ORD), a public repository of structured organic reaction records. describe an organic reaction: reactants, conditions, products, and yield The reactants are CC(C)(C)OC(=O)N1CCC2(CC1)NC(=O)NC2=O, O=C([O-])[O-], CI, CS(C)=O, [K+], [K+]. The product is CN1C(=O)NC2(CCN(C(=O)OC(C)(C)C)CC2)C1=O. RXN SMILES: [C:1]([CH3:2])([CH3:3])([CH3:4])[O:5][C:6](=[O:7])[N:8]1[CH2:9][CH2:10][C:11]2([C:12](=[O:17])[NH:13][C:14](=[O:16])[NH:15]2)[CH2:18][CH2:19]1.[C:22](=[O:23])([O-:24])[O-:25].[CH3:20][I:21].[CH3:28][S:29]([CH3:30])=[O:31].[K+:26].[K+:27]>>[C:1]([CH3:2])([CH3:3])([CH3:4])[O:5][C:6](=[O:7])[N:8]1[CH2:9][CH2:10][C:11]2([C:12](=[O:17])[N:13]([CH3:22])[C:14](=[O:16])[NH:15]2)[CH2:18][CH2:19]1. RXN SMILES: [CH3:21][c:22]1[cH:23][cH:24][cH:25][cH:26][cH:27]1.[CH3:7][N:8]([C:9](=[O:10])[NH:11][c:12]1[cH:13][c:14]([Cl:19])[c:15]([Cl:18])[cH:16][cH:17]1)[CH3:20].[Cl:1][P:2]([Cl:3])([Cl:4])([Cl:5])[Cl:6]>>[Cl:1][C:9]([N:8]([CH3:7])[CH3:20])=[N:11][c:12]1[cH:13][c:14]([Cl:19])[c:15]([Cl:18])[cH:16][cH:17]1. Product: CN(C)C(Cl)=Nc1ccc(Cl)c(Cl)c1. Reactants: Cc1ccccc1, CN(C)C(=O)Nc1ccc(Cl)c(Cl)c1, ClP(Cl)(Cl)(Cl)Cl. The reactants are C=O, O=C1COc2ccc([N+](=O)[O-])cc2N1, O. Yields the product O=C1COc2ccc([N+](=O)[O-])cc2N1CO. Reaction SMILES: [CH2:15]=[O:16].[N+:1](=[O:2])([O-:3])[c:4]1[cH:5][cH:6][c:7]2[c:8]([cH:14]1)[NH:9][C:10](=[O:13])[CH2:11][O:12]2.[OH2:17]>>[N+:1](=[O:2])([O-:3])[c:4]1[cH:5][cH:6][c:7]2[c:8]([cH:14]1)[N:9]([CH2:15][OH:16])[C:10](=[O:13])[CH2:11][O:12]2. The reactants are Br, COc1cccc(-n2cncn2)c1C(=O)O. Product: O=C(O)c1c(O)cccc1-n1cncn1. As a reaction SMILES: [BrH:17].[CH3:1][O:2][c:3]1[c:4]([C:5](=[O:6])[OH:7])[c:8](-[n:12]2[n:13][cH:14][n:15][cH:16]2)[cH:9][cH:10][cH:11]1>>[OH:2][c:3]1[c:4]([C:5](=[O:6])[OH:7])[c:8](-[n:12]2[n:13][cH:14][n:15][cH:16]2)[cH:9][cH:10][cH:11]1.